The task is: describe an organic reaction: reactants, conditions, products, and yield. This data is from the Open Reaction Database (ORD), a public repository of structured organic reaction records. The reactants are CC=1N(C=CN1)CCCN (3-(2-methyl-1H-imidazol-1-yl)propanamine), I.CSC1=NC2=CC=CC=3C2=C1C=CC3 (2-(methylthio)benz[cd]indole hydroiodide), C(C)(=O)[O-].[Na+] (sodium acetate). The solvent is C(C)O (ethanol). Product: I.CC=1N(C=CN1)CCCNC1=NC2=CC=CC=3C2=C1C=CC3 (N-[3-(2-Methyl-1H-imidazol-1-yl)propyl]benz[cd]indol-2-amine, monohydroiodide). The yield is 15.8%. As a reaction SMILES: [CH3:1][C:2]1[N:3]([CH2:7][CH2:8][CH2:9][NH2:10])[CH:4]=[CH:5][N:6]=1.[IH:11].CS[C:14]1[C:22]2[CH:23]=[CH:24][CH:25]=[C:20]3[C:21]=2[C:16](=[CH:17][CH:18]=[CH:19]3)[N:15]=1.C([O-])(=O)C.[Na+]>C(O)C>[IH:11].[CH3:1][C:2]1[N:3]([CH2:7][CH2:8][CH2:9][NH:10][C:14]2[C:22]3[CH:23]=[CH:24][CH:25]=[C:20]4[C:21]=3[C:16](=[CH:17][CH:18]=[CH:19]4)[N:15]=2)[CH:4]=[CH:5][N:6]=1 |f:1.2,3.4,6.7|. Reported procedure: A mixture of 2.1 g of 3-(2-methyl-1H-imidazol-1-yl)propanamine, 5.0 g of 2-(methylthio)benz[cd]indole hydroiodide, 1.4 g of sodium acetate and 250 ml of ethanol was reacted as described in Example 13, giving 1.0 g of the desired product, mp 153°-155° C. Isolated yield 96.8%. Reported procedure: A mixture of methyl morpholine-3-carboxylate hydrochloride (0.22 g, 1.2 mmol) and propan-2-amine (2.78 g, 47 mmol) was stirred at 60° C. for 12 hours under N2. The mixture was concentrated in vacuo to give the title compound as brownish sticky oil (0.2 g, 95%). The compound was characterized by the following spectroscopic data: Reaction conditions: temperature 60 celsius, time 12 hour. RXN SMILES: Cl.[NH:2]1[CH2:7][CH2:6][O:5][CH2:4][CH:3]1[C:8]([O:10]C)=O.[CH3:12][CH:13]([NH2:15])[CH3:14]>>[CH:13]([NH:15][C:8]([CH:3]1[CH2:4][O:5][CH2:6][CH2:7][NH:2]1)=[O:10])([CH3:14])[CH3:12] |f:0.1|. Yields the product C(C)(C)NC(=O)C1NCCOC1 (N-isopropylmorpholine-3-carboxamide). Starting materials: Cl.N1C(COCC1)C(=O)OC (methyl morpholine-3-carboxylate hydrochloride), CC(C)N (propan-2-amine). The reactants are COC(=O)CCCCCCCC=CCCCCCCCC(=O)OC, ClCCl, O. Product: COC(=O)C1CCCCCCC=CCCCCCCCC1=O. As a reaction SMILES: [C:1]([CH2:2][CH2:3][CH2:4][CH2:5][CH2:6][CH2:7][CH2:8][CH:9]=[CH:10][CH2:11][CH2:12][CH2:13][CH2:14][CH2:15][CH2:16][CH2:17][C:18](=[O:19])[O:20][CH3:21])([O:23][CH3:22])=[O:24].[Cl:26][CH2:27][Cl:28].[OH2:25]>>[C:1]1(=[O:23])[CH2:2][CH2:3][CH2:4][CH2:5][CH2:6][CH2:7][CH2:8][CH:9]=[CH:10][CH2:11][CH2:12][CH2:13][CH2:14][CH2:15][CH2:16][CH:17]1[C:18](=[O:19])[O:20][CH3:21]. Reactants: CN(C(CN1C(C(=C(C2=NC=C(C=C12)CC1=CC=C(C=C1)F)O)C(=O)OCC)=O)=O)C (ethyl 1-[2-(dimethylamino)-2-oxoethyl]-7-[(4-fluorophenyl)methyl]-4-hydroxy-2-oxo-1,2-dihydro-1,5-naphthyridine-3-carboxylate), CC(C)OCCN (2-[(1-methylethyl)oxy]ethanamine). The product is CN(C(CN1C(C(=C(C2=NC=C(C=C12)CC1=CC=C(C=C1)F)O)C(=O)NCCOC(C)C)=O)=O)C (1-[2-(Dimethylamino)-2-oxoethyl]-7-[(4-fluorophenyl)methyl]-4-hydroxy-N-{2-[(1-methylethyl)oxy]ethyl}-2-oxo-1,2-dihydro-1,5-naphthyridine-3-carboxamide). RXN SMILES: [CH3:1][N:2]([CH3:31])[C:3](=[O:30])[CH2:4][N:5]1[C:14]2[C:9](=[N:10][CH:11]=[C:12]([CH2:15][C:16]3[CH:21]=[CH:20][C:19]([F:22])=[CH:18][CH:17]=3)[CH:13]=2)[C:8]([OH:23])=[C:7]([C:24](OCC)=[O:25])[C:6]1=[O:29].[CH3:32][CH:33]([O:35][CH2:36][CH2:37][NH2:38])[CH3:34]>>[CH3:31][N:2]([CH3:1])[C:3](=[O:30])[CH2:4][N:5]1[C:14]2[C:9](=[N:10][CH:11]=[C:12]([CH2:15][C:16]3[CH:17]=[CH:18][C:19]([F:22])=[CH:20][CH:21]=3)[CH:13]=2)[C:8]([OH:23])=[C:7]([C:24]([NH:38][CH2:37][CH2:36][O:35][CH:33]([CH3:34])[CH3:32])=[O:25])[C:6]1=[O:29]. Reported procedure: This compound was prepared from ethyl 1-[2-(dimethylamino)-2-oxoethyl]-7-[(4-fluorophenyl)methyl]-4-hydroxy-2-oxo-1,2-dihydro-1,5-naphthyridine-3-carboxylate and 2-[(1-methylethyl)oxy]ethanamine employing methods similar to those described in Example 245 and was purified by reverse phase preparative HPLC (C-18 stationary phase; 10-100% CH3CN/water/0.1% formic acid mobile phase). The product was obtained as a white solid: 1H NMR (d6-DMSO) δ 10.67 (1H, br), 8.16 (1H, br s), 7.27 (3H, m), 7.10 (2H,... Reactants: C1(CC1)N1C=C(C(C2=CC(=C(C=C12)NCCO)F)=O)C(=O)OCC (ethyl 1-cyclopropyl-6-fluoro-7-(2-hydroxyethylamino)-1,4-dihydro-4-oxoquinoline-3-carboxylate), C1(=CC=C(C=C1)S(=O)(=O)O)C (p-toluenesulfonic acid), C(C)OCOCC (diethoxymethane), C(C)#N (acetonitrile). The solvent is C(Cl)(Cl)Cl (chloroform). Reaction conditions: time 3 hour. The product is C1(CC1)N1C=C(C(C2=CC(=C(C=C12)N1COCC1)F)=O)C(=O)OCC (Ethyl 1-cyclopropyl-6-fluoro-7-(3-oxazolidinyl)-1,4-dihydro-4-oxoquinoline-3-carboxylate). As a reaction SMILES: [CH:1]1([N:4]2[C:13]3[C:8](=[CH:9][C:10]([F:18])=[C:11]([NH:14][CH2:15][CH2:16][OH:17])[CH:12]=3)[C:7](=[O:19])[C:6]([C:20]([O:22][CH2:23][CH3:24])=[O:21])=[CH:5]2)[CH2:3][CH2:2]1.[C:25]1(C)C=CC(S(O)(=O)=O)=CC=1.C(OCOCC)C.C(#N)C>C(Cl)(Cl)Cl>[CH:1]1([N:4]2[C:13]3[C:8](=[CH:9][C:10]([F:18])=[C:11]([N:14]4[CH2:15][CH2:16][O:17][CH2:25]4)[CH:12]=3)[C:7](=[O:19])[C:6]([C:20]([O:22][CH2:23][CH3:24])=[O:21])=[CH:5]2)[CH2:3][CH2:2]1. Procedure details: A mixture of 0.67 g of ethyl 1-cyclopropyl-6-fluoro-7-(2-hydroxyethylamino)-1,4-dihydro-4-oxoquinoline-3-carboxylate, 0.08 g of p-toluenesulfonic acid, 2.08 g of diethoxymethane and 20 ml of acetonitrile was stirred for 3 hours under reflux. After the reaction mixture was allowed to cool down, 100 ml of chloroform was added to the reaction mixture. The resultant mixture was successively washed with 5% aq. sodium carbonate solution and saturated saline, dried over anhydrous magnesium sulfate and ... Yields the product ClC1=NC(=C2N=CN(C2=N1)CC1CCOCC1)N (2-Chloro-9-(tetrahydro-2H-pyran-4-ylmethyl)-9H-purin-6-amine). Starting materials: ClC1=NC(=C2N=CN(C2=N1)CC1CCOCC1)Cl (2,6-dichloro-9-(tetrahydro-2H-pyran-4-ylmethyl)-9H-purine), N (ammonia). Procedure details: 2,6-dichloro-9-(tetrahydro-2H-pyran-4-ylmethyl)-9H-purine (3.08 g, containing triphenylphosphine oxide) was heated with 2M ammonia in IPA (50 mL) at 50° C., overnight. The reaction mixture was then evaporated to dryness to give a yellow solid. This material (3.2089 g) was recrystallised using methanol (50 mL) and after cooling the resultant solid was filtered and washed with methanol (5 mL) to give the title compound (1.5554 g). The filtrate was evaporated and recrystallised from methanol (25 mL... Run in CC(C)O (IPA). Reaction SMILES: [Cl:1][C:2]1[N:10]=[C:9]2[C:5]([N:6]=[CH:7][N:8]2[CH2:11][CH:12]2[CH2:17][CH2:16][O:15][CH2:14][CH2:13]2)=[C:4](Cl)[N:3]=1.[NH3:19]>CC(O)C>[Cl:1][C:2]1[N:10]=[C:9]2[C:5]([N:6]=[CH:7][N:8]2[CH2:11][CH:12]2[CH2:17][CH2:16][O:15][CH2:14][CH2:13]2)=[C:4]([NH2:19])[N:3]=1. The reactants are CCCCc1ccc(C#Cc2ccc(CN(Cc3ccc(OCC(=O)OC)cc3)S(=O)(=O)c3cccs3)cc2)cc1, C1CCOC1, CO, Cl, [Na+], [OH-]. Product: CCCCc1ccc(C#Cc2ccc(CN(Cc3ccc(OCC(=O)O)cc3)S(=O)(=O)c3cccs3)cc2)cc1. Reaction SMILES: [CH2:1]([CH2:2][CH2:3][CH3:4])[c:5]1[cH:6][cH:7][c:8]([C:11]#[C:12][c:13]2[cH:14][cH:15][c:16]([CH2:17][N:18]([S:19](=[O:20])(=[O:21])[c:22]3[s:23][cH:24][cH:25][cH:26]3)[CH2:27][c:28]3[cH:29][cH:30][c:31]([O:32][CH2:33][C:34](=[O:35])[O:36][CH3:37])[cH:38][cH:39]3)[cH:40][cH:41]2)[cH:9][cH:10]1.[CH2:47]1[O:48][CH2:49][CH2:50][CH2:51]1.[CH3:45][OH:46].[ClH:44].[Na+:43].[OH-:42]>>[CH2:1]([CH2:2][CH2:3][CH3:4])[c:5]1[cH:6][cH:7][c:8]([C:11]#[C:12][c:13]2[cH:14][cH:15][c:16]([CH2:17][N:18]([S:19](=[O:20])(=[O:21])[c:22]3[s:23][cH:24][cH:25][cH:26]3)[CH2:27][c:28]3[cH:29][cH:30][c:31]([O:32][CH2:33][C:34](=[O:35])[OH:36])[cH:38][cH:39]3)[cH:40][cH:41]2)[cH:9][cH:10]1. The reactants are C1CCOC1, COc1cnc2c(Nc3cnc(N)nc3)ccnc2c1, C[Si](C)(C)[N-][Si](C)(C)C, CS(C)=O, CCCCCC, Clc1nnc(-c2ccccc2)c2ccccc12, [Li+]. Product: COc1cnc2c(Nc3cnc(Nc4nnc(-c5ccccc5)c5ccccc45)nc3)ccnc2c1. As a reaction SMILES: [CH2:38]1[O:39][CH2:40][CH2:41][CH2:42]1.[CH3:1][O:2][c:3]1[cH:4][n:5][c:6]2[c:7]([NH:13][c:14]3[cH:15][n:16][c:17]([NH2:20])[n:18][cH:19]3)[cH:8][cH:9][n:10][c:11]2[cH:12]1.[CH3:44][Si:45]([N-:46][Si:47]([CH3:48])([CH3:49])[CH3:50])([CH3:51])[CH3:52].[CH3:53][S:54]([CH3:55])=[O:56].[CH3:57][CH2:58][CH2:59][CH2:60][CH2:61][CH3:62].[Cl:21][c:22]1[n:23][n:24][c:25](-[c:32]2[cH:33][cH:34][cH:35][cH:36][cH:37]2)[c:26]2[cH:27][cH:28][cH:29][cH:30][c:31]12.[Li+:43]>>[CH3:1][O:2][c:3]1[cH:4][n:5][c:6]2[c:7]([NH:13][c:14]3[cH:15][n:16][c:17]([NH:20][c:22]4[n:23][n:24][c:25](-[c:32]5[cH:33][cH:34][cH:35][cH:36][cH:37]5)[c:26]5[cH:27][cH:28][cH:29][cH:30][c:31]45)[n:18][cH:19]3)[cH:8][cH:9][n:10][c:11]2[cH:12]1. Starting materials: C(C)OC(=O)C=1NC(=NC1C(F)(F)F)Br (2-bromo-5-trifluoromethyl-3H-imidazole-4-carboxylic acid ethyl ester), BrCC(=O)NC1=C(C=C(C=C1C)C)C (2-bromo-N-(2,4,6-trimethyl-phenyl)-acetamide), CO (Methanol), C1CCC2=NCCCN2CC1 (DBU). Run in C1(=CC=CC=C1)C (toluene), CC(=O)C (acetone). Reaction conditions: time 5 day. Yields the product C(C)OC(=O)C=1N(C(=NC1C(F)(F)F)Br)CC(NC1=C(C=C(C=C1C)C)C)=O (2-Bromo-5-trifluoromethyl-3-[(2,4,6-trimethyl-phenylcarbamoyl)-methyl]-3H-imidazole-4-carboxylic acid ethyl ester). As a reaction SMILES: [CH2:1]([O:3][C:4]([C:6]1[NH:7][C:8]([Br:15])=[N:9][C:10]=1[C:11]([F:14])([F:13])[F:12])=[O:5])[CH3:2].Br[CH2:17][C:18]([NH:20][C:21]1[C:26]([CH3:27])=[CH:25][C:24]([CH3:28])=[CH:23][C:22]=1[CH3:29])=[O:19].C1CCN2C(=NCCC2)CC1.CO>C1(C)C=CC=CC=1.CC(C)=O>[CH2:1]([O:3][C:4]([C:6]1[N:7]([CH2:17][C:18](=[O:19])[NH:20][C:21]2[C:22]([CH3:29])=[CH:23][C:24]([CH3:28])=[CH:25][C:26]=2[CH3:27])[C:8]([Br:15])=[N:9][C:10]=1[C:11]([F:14])([F:13])[F:12])=[O:5])[CH3:2]. Procedure details: To a solution of 2-bromo-5-trifluoromethyl-3H-imidazole-4-carboxylic acid ethyl ester (3.00 g, 10.45 mmol) and 2-bromo-N-(2,4,6-trimethyl-phenyl)-acetamide (2.94 g, 11.50 mmol) in a mixture of toluene (16 mL) and acetone (8 mL) was added DBU (1.72 mL, 11.50 mmol). The resulting solution was stirred at room temperature for 5 days. Methanol (10 mL) was added to dissolve the precipitate formed, followed by the addition of silica gel (25 g). The solvent was removed under reduced pressure to dryness ... Starting materials: ClC=1C(C(=C(C(C1Cl)=O)C#N)C#N)=O (2,3-Dichloro-5,6-dicyanobenzoquinone), C(C)OC(C(C1CCCCC1)C=1N(N=C2CCCCC12)C1=CC=C(C=C1)Cl)=O ([2-(4-chloro-phenyl)-4,5,6,7-tetrahydro-2H-indazol-3-yl]-cyclohexyl-acetic acid ethyl ester). Run in O1CCOCC1 (dioxane). Product: C(C)OC(C(C1CCCCC1)C=1N(N=C2C=CC=CC12)C1=CC=C(C=C1)Cl)=O ([2-(4-Chloro-phenyl)-2H-indazol-3-yl]-cyclohexyl-acetic acid ethyl ester). Isolated yield 19.0%. As a reaction SMILES: ClC1C(=O)C(C#N)=C(C#N)C(=O)C=1Cl.[CH2:15]([O:17][C:18](=[O:42])[CH:19]([C:26]1[N:27]([C:35]2[CH:40]=[CH:39][C:38]([Cl:41])=[CH:37][CH:36]=2)[N:28]=[C:29]2[C:34]=1[CH2:33][CH2:32][CH2:31][CH2:30]2)[CH:20]1[CH2:25][CH2:24][CH2:23][CH2:22][CH2:21]1)[CH3:16]>O1CCOCC1>[CH2:15]([O:17][C:18](=[O:42])[CH:19]([C:26]1[N:27]([C:35]2[CH:36]=[CH:37][C:38]([Cl:41])=[CH:39][CH:40]=2)[N:28]=[C:29]2[C:34]=1[CH:33]=[CH:32][CH:31]=[CH:30]2)[CH:20]1[CH2:25][CH2:24][CH2:23][CH2:22][CH2:21]1)[CH3:16]. Procedure details: 2,3-Dichloro-5,6-dicyanobenzoquinone (136 mg, 600 μmol) was added to a solution of [2-(4-chloro-phenyl)-4,5,6,7-tetrahydro-2H-indazol-3-yl]-cyclohexyl-acetic acid ethyl ester (60 mg, 150 μmol in dioxane (3.3 ml) under an argon atmosphere. The reaction mixture was heated under reflux conditions for 4 d. The solvent was removed under reduced pressure and the residue was purified by column chromatography (silica gel, iPrOAc/heptane) to give the title compound (11 mg, 28 μmol; 19%) as colorless soli...